Task: describe an organic reaction: reactants, conditions, products, and yield. Dataset: the Open Reaction Database (ORD), a public repository of structured organic reaction records Reactants: CN(CCO)C (N,N-dimethylethanolamine), CN(CCO)C (N,N-dimethylethanol-amine), CN(CCO)C (N,N-dimethyl-ethanolamine), COC=1C=C(C=C(C1)OC)C=1C(OC(C1CC1=CC(=C(C(=C1)OC)OC)OC)(C1=CC=C(C=C1)OC)O)=O (3-(3,5-Dimethoxy-phenyl)-5-hydroxy-5-(4-methoxy-phenyl)-4-(3,4,5-trimethoxy-benzyl)-5H-furan-2-one). Run in ClCCl (dichloromethane). Conditions: time 24 hour. Product: COC=1C=C(C=C(C1)OC)C1C(OC(C1CC1=CC(=C(C(=C1)OC)OC)OC)(C1=CC=C(C=C1)OC)OCCN(C)C)=O (3-(3,5-Dimethoxy-phenyl)-5-(2-dimethylamino-ethoxy)-5-(4-methoxy-phenyl)-4-(3,4,5-trimethoxy-benzyl)-dihydro-furan-2-one). As a reaction SMILES: [CH3:1][O:2][C:3]1[CH:4]=[C:5]([C:11]2[C:12](=[O:38])[O:13][C:14]([OH:37])([C:29]3[CH:34]=[CH:33][C:32]([O:35][CH3:36])=[CH:31][CH:30]=3)[C:15]=2[CH2:16][C:17]2[CH:22]=[C:21]([O:23][CH3:24])[C:20]([O:25][CH3:26])=[C:19]([O:27][CH3:28])[CH:18]=2)[CH:6]=[C:7]([O:9][CH3:10])[CH:8]=1.[CH3:39][N:40]([CH3:44])[CH2:41][CH2:42]O>ClCCl>[CH3:1][O:2][C:3]1[CH:4]=[C:5]([CH:11]2[CH:15]([CH2:16][C:17]3[CH:22]=[C:21]([O:23][CH3:24])[C:20]([O:25][CH3:26])=[C:19]([O:27][CH3:28])[CH:18]=3)[C:14]([O:37][CH2:42][CH2:41][N:40]([CH3:44])[CH3:39])([C:29]3[CH:30]=[CH:31][C:32]([O:35][CH3:36])=[CH:33][CH:34]=3)[O:13][C:12]2=[O:38])[CH:6]=[C:7]([O:9][CH3:10])[CH:8]=1. Reported procedure: To 125 mL dichloromethane was added 3-(3,5-Dimethoxy-phenyl)-5-hydroxy-5-(4-methoxy-phenyl)-4-(3,4,5-trimethoxy-benzyl)-5H-furan-2-one 5.0 g (9.57 mmol), giving a suspension. N,N-dimethylethanol-amine 2.66 g (29.8 mmol) was added, and the mixture was purged with anhydrous HCl gas until saturated. After an hour at room temperature, additional N,N-dimethyl-ethanolamine 1.33 g (14.9 mmol) was added, followed by stirring for 24 hours at room temperature. An additional N,N-dimethylethanolamine 2.66 g... Procedure: Compound 29 was prepared by a method similar to that described by Montanari and Tundo20 for the synthesis of 2-(hydroxy methyl)-1,4,7,10,13,16-hexaoxacyclooctadecane. KBF4 complex, (2-(hydroxy methyl)-18-crown-6). To a solution of compound 23 (10.0 g, 0.038 mol.) in dichloromethane (100 ml) was added tetrafluoroboric acid-diethyl ether complex (54% in diethyl ether), (13.7 ml). The mixture was left stirring at room temperature for 20 minutes. The acid was neutralized with solid potassium carbona... Reaction SMILES: [OH:1][CH2:2][CH:3]1[CH2:20][O:19][CH2:18][CH2:17][O:16][CH2:15]COCCOC[CH2:8][O:7][CH2:6][CH2:5][O:4]1.C(OCC(OCCOC)COCCOC)(C)(C)C.F[B-](F)(F)F.[H+].C(OCC)C.C(=O)([O-])[O-].[K+].[K+]>ClCCl>[CH3:8][O:7][CH2:6][CH2:5][O:4][CH:3]([CH2:20][O:19][CH2:18][CH2:17][O:16][CH3:15])[CH2:2][OH:1] |f:2.3.4,5.6.7|. Isolated yield 78.0%. Solvent: ClCCl (dichloromethane). Run at time 20 minute. Starting materials: C(C)(C)(C)OCC(COCCOC)OCCOC (1-tert-butyloxy-2,3-di-(2-methoxy ethoxy)propane), F[B-](F)(F)F.[H+].C(C)OCC (tetrafluoroboric acid diethyl ether), OCC1OCCOCCOCCOCCOCCOC1 (2-(hydroxy methyl)-1,4,7,10,13,16-hexaoxacyclooctadecane), 2-(hydroxy methyl)-18-crown-6, C([O-])([O-])=O.[K+].[K+] (potassium carbonate). Yields the product COCCOC(CO)COCCOC (2,3-di-(2-methoxy ethoxy)propanol), liquid. Reactants: C1CCOC1, Nc1ccc(SCC(=O)O)c2ccccc12, O, c1ccncc1, O=S(=O)(Cl)c1cccs1. Yields the product O=C(O)CSc1ccc(NS(=O)(=O)c2cccs2)c2ccccc12. As a reaction SMILES: [CH2:33]1[O:34][CH2:35][CH2:36][CH2:37]1.[NH2:1][c:2]1[cH:3][cH:4][c:5]([S:12][CH2:13][C:14](=[O:15])[OH:16])[c:6]2[cH:7][cH:8][cH:9][cH:10][c:11]12.[OH2:23].[cH:17]1[cH:18][cH:19][n:20][cH:21][cH:22]1.[s:24]1[c:25]([S:29](=[O:30])(=[O:31])[Cl:32])[cH:26][cH:27][cH:28]1>>[NH:1]([c:2]1[cH:3][cH:4][c:5]([S:12][CH2:13][C:14](=[O:15])[OH:16])[c:6]2[cH:7][cH:8][cH:9][cH:10][c:11]12)[S:29]([c:25]1[s:24][cH:28][cH:27][cH:26]1)(=[O:30])=[O:31]. Reactants: CCOC(C)=O, Cc1ccc(C(=O)Nc2cccc(C(C)C)c2)cc1[N+](=O)[O-]. The product is Cc1ccc(C(=O)Nc2cccc(C(C)C)c2)cc1N. RXN SMILES: [CH3:23][CH2:24][O:25][C:26]([CH3:27])=[O:28].[CH:1]([CH3:2])([CH3:3])[c:4]1[cH:5][c:6]([NH:10][C:11]([c:12]2[cH:13][c:14]([N+:19]([O-:20])=[O:21])[c:15]([CH3:18])[cH:16][cH:17]2)=[O:22])[cH:7][cH:8][cH:9]1>>[CH:1]([CH3:2])([CH3:3])[c:4]1[cH:5][c:6]([NH:10][C:11]([c:12]2[cH:13][c:14]([NH2:19])[c:15]([CH3:18])[cH:16][cH:17]2)=[O:22])[cH:7][cH:8][cH:9]1. The reactants are CC(=O)O (HOAc), mercuric acetate, CN1C=NC2=C1C=CC(=C2C)N=C=S (1,4-dimethyl-5-benzimidazolylisothiocyanate), C(CN)N (ethylenediamine). Solvent: CO (methanol), C(Cl)Cl (methylene chloride), C(Cl)Cl (methylene chloride). Run at time 1 hour. The product is CN1C=NC2=C1C=CC(=C2C)NN2C=NCC2 (1,4-dimethyl-5-(2-imidazolinylamino)benzimidazole). RXN SMILES: [CH3:1]C(O)=O.[CH3:5][N:6]1[C:10]2[CH:11]=[CH:12][C:13]([N:16]=C=S)=[C:14]([CH3:15])[C:9]=2[N:8]=[CH:7]1.[CH2:19]([NH2:22])[CH2:20][NH2:21]>C(Cl)Cl.CO>[CH3:5][N:6]1[C:10]2[CH:11]=[CH:12][C:13]([NH:16][N:21]3[CH2:20][CH2:19][N:22]=[CH:1]3)=[C:14]([CH3:15])[C:9]=2[N:8]=[CH:7]1. Procedure details: HOAc. A solution of 1,4-dimethyl-5-benzimidazolylisothiocyanate (210 mg) in methylene chloride (40 mL) is added dropwise over 20 minutes to ethylenediamine (0.35 mL) in solution in methylene chloride (100 mL). The mixture is stirred for 1 hour at room temperature, then rotary evaporated. The residue is dissolved in methanol (70 mL), mercuric acetate (395 mg) is added, and the mixture is stirred at room temperature for 2 hours. The resulting black suspension is filtered on Celite with methanol wa... Starting materials: Cc1cccc(C(=O)O)c1N, O=N[O-], [Na+], O, O=S(=O)(O)O. Product: Cc1cccc(C(=O)O)c1O. RXN SMILES: [CH3:1][c:2]1[c:3]([NH2:11])[c:4]([C:5](=[O:6])[OH:7])[cH:8][cH:9][cH:10]1.[N:17]([O-:18])=[O:19].[Na+:20].[OH2:21].[S:12]([OH:13])(=[O:14])(=[O:15])[OH:16]>>[CH3:1][c:2]1[c:3]([OH:13])[c:4]([C:5](=[O:6])[OH:7])[cH:8][cH:9][cH:10]1. Starting materials: CC(C)(C)NC(=O)NCc1cccc(-c2cc(-c3nnn[nH]3)ccc2O)c1, CCOC(C)=O, ClC(Cl)Cl, Cl, [Na+], [OH-]. Yields the product CC(C)(C)NC(=O)NCc1cccc(-c2cc(-c3nnn[nH]3)cc(C=O)c2O)c1. As a reaction SMILES: [C:1]([CH3:2])([CH3:3])([CH3:4])[NH:5][C:6](=[O:7])[NH:8][CH2:9][c:10]1[cH:11][c:12](-[c:16]2[c:17]([OH:27])[cH:18][cH:19][c:20](-[c:22]3[n:23][n:24][n:25][nH:26]3)[cH:21]2)[cH:13][cH:14][cH:15]1.[CH3:35][CH2:36][O:37][C:38](=[O:39])[CH3:40].[CH:28]([Cl:29])([Cl:30])[Cl:31].[ClH:34].[Na+:33].[OH-:32]>>[C:1]([CH3:2])([CH3:3])([CH3:4])[NH:5][C:6](=[O:7])[NH:8][CH2:9][c:10]1[cH:11][c:12](-[c:16]2[c:17]([OH:27])[c:18]([CH:36]=[O:37])[cH:19][c:20](-[c:22]3[n:23][n:24][n:25][nH:26]3)[cH:21]2)[cH:13][cH:14][cH:15]1.